describe an organic reaction: reactants, conditions, products, and yield From a dataset of the Open Reaction Database (ORD), a public repository of structured organic reaction records. Reactants: FC1=C(C=CC(=C1)B1OC(C(O1)(C)C)(C)C)C=1N=CC(=NC1)N (5-(2-fluoro-4-(4,4,5,5-tetramethyl-1,3,2-dioxaborolan-2-yl)phenyl)-pyrazin-2-amine), BrC1=C(C=CC=C1)S(=O)(=O)N[C@@H](CO)CC ((R)-2-bromo-N-(1-hydroxybutan-2-yl)benzenesulfonamide). The product is NC=1N=CC(=NC1)C1=C(C=C(C=C1)C=1C(=CC=CC1)S(=O)(=O)N[C@H](CC)CO)F (4′-(5-Aminopyrazin-2-yl)-3′-fluoro-N-[(1R)-1-(hydroxymethyl)propyl]biphenyl-2-sulfonamide). Reaction SMILES: [F:1][C:2]1[CH:7]=[C:6](B2OC(C)(C)C(C)(C)O2)[CH:5]=[CH:4][C:3]=1[C:17]1[N:18]=[CH:19][C:20]([NH2:23])=[N:21][CH:22]=1.Br[C:25]1[CH:30]=[CH:29][CH:28]=[CH:27][C:26]=1[S:31]([NH:34][C@H:35]([CH2:38][CH3:39])[CH2:36][OH:37])(=[O:33])=[O:32]>>[NH2:23][C:20]1[N:21]=[CH:22][C:17]([C:3]2[CH:4]=[CH:5][C:6]([C:25]3[C:26]([S:31]([NH:34][C@@H:35]([CH2:36][OH:37])[CH2:38][CH3:39])(=[O:33])=[O:32])=[CH:27][CH:28]=[CH:29][CH:30]=3)=[CH:7][C:2]=2[F:1])=[N:18][CH:19]=1. Procedure: The title compound was prepared in a manner similar to that described in Example 448 using 5-(2-fluoro-4-(4,4,5,5-tetramethyl-1,3,2-dioxaborolan-2-yl)phenyl)-pyrazin-2-amine and (R)-2-bromo-N-(1-hydroxybutan-2-yl)benzenesulfonamide. MS (ESI): mass calcd. for C20H21FN4O3S, 416.13; m/z found, 417.1 [M+H]+. 1H NMR (400 MHz, CD3OD) δ 8.32 (m, 2H), 8.16-8.12 (m, 1H), 7.96 (m, 1H), 7.68-7.63 (m, 1H), 7.60-7.55 (m, 1H), 7.40-7.30 (m, 3H), 3.43-3.35 (m, 1H), 3.33 (d, J=5.9, 1H), 3.12-3.05 (m, 1H), 1.60-... Reactants: C(CCCCCCC)C1CC2=CC=C(C=C2C1)C1=NC=C(C=N1)C1=CC=C(C=C1)O (2-octyl-5-[5-(4-hydroxyphenyl)pyrimidine-2-yl]indan), C(CCCCCC)(=O)O (heptanoic acid), C1CCC(CC1)N=C=NC2CCCCC2 (DCC). Reagents/catalysts: CN(C1=CC=NC=C1)C (4-dimethylaminopyridine). The solvent is C(Cl)Cl (methylene chloride). Run at time 5 hour. The product is C(CCCCCCC)C1CC2=CC=C(C=C2C1)C1=NC=C(C=N1)C1=CC=C(C=C1)OC(CCCCCC)=O (2-octyl-5-[5-(4-heptanoyloxyphenyl)pyrimidine-2-yl]indan). Yield: 72.9%. Reaction SMILES: [CH2:1]([CH:9]1[CH2:17][C:16]2[C:11](=[CH:12][CH:13]=[C:14]([C:18]3[N:23]=[CH:22][C:21]([C:24]4[CH:29]=[CH:28][C:27]([OH:30])=[CH:26][CH:25]=4)=[CH:20][N:19]=3)[CH:15]=2)[CH2:10]1)[CH2:2][CH2:3][CH2:4][CH2:5][CH2:6][CH2:7][CH3:8].[C:31](O)(=[O:38])[CH2:32][CH2:33][CH2:34][CH2:35][CH2:36][CH3:37].C1CCC(N=C=NC2CCCCC2)CC1>CN(C)C1C=CN=CC=1.C(Cl)Cl>[CH2:1]([CH:9]1[CH2:17][C:16]2[C:11](=[CH:12][CH:13]=[C:14]([C:18]3[N:23]=[CH:22][C:21]([C:24]4[CH:29]=[CH:28][C:27]([O:30][C:31](=[O:38])[CH2:32][CH2:33][CH2:34][CH2:35][CH2:36][CH3:37])=[CH:26][CH:25]=4)=[CH:20][N:19]=3)[CH:15]=2)[CH2:10]1)[CH2:2][CH2:3][CH2:4][CH2:5][CH2:6][CH2:7][CH3:8]. Procedure details: 0.15 g (0.37 mM) of 2-octyl-5-[5-(4-hydroxyphenyl)pyrimidine-2-yl]indan, 0.05 g (0.38 mM) of heptanoic acid, 0.08 g (0.39 mM) of DCC, 0.01 g of 4-dimethylaminopyridine and 3 ml of methylene chloride were mixed and stirred for 5 hours at room temperature. The resultant N,N'-dichlorhexylurea was recovered by filtration, washed with dichloromethane, and added to the filtrate. The resultant dichloromethane solution was subjected to distillation under reduced pressure. The residue was purified by sil...